This data is from the Open Reaction Database (ORD), a public repository of structured organic reaction records. The task is: describe an organic reaction: reactants, conditions, products, and yield Reactants: Cc1cc(Br)ccc1-c1ccccc1, CC(C)(C)OC(=O)N1CCC(=O)CC1. Product: Cc1cc(C2(O)CCN(C(=O)OC(C)(C)C)CC2)ccc1-c1ccccc1. Reaction SMILES: [Br:1][c:2]1[cH:3][c:4]([CH3:14])[c:5](-[c:8]2[cH:9][cH:10][cH:11][cH:12][cH:13]2)[cH:6][cH:7]1.[O:15]=[C:16]1[CH2:17][CH2:18][N:19]([C:22](=[O:23])[O:24][C:25]([CH3:26])([CH3:27])[CH3:28])[CH2:20][CH2:21]1>>[c:2]1([C:16]2([OH:15])[CH2:17][CH2:18][N:19]([C:22](=[O:23])[O:24][C:25]([CH3:26])([CH3:27])[CH3:28])[CH2:20][CH2:21]2)[cH:3][c:4]([CH3:14])[c:5](-[c:8]2[cH:9][cH:10][cH:11][cH:12][cH:13]2)[cH:6][cH:7]1. Starting materials: CC(C)C(=O)Cl, CCCCCOC1C(O)C(CO)OC1n1cnc2c(=O)[nH]c(N)nc21, C[Si](C)(C)Cl, c1ccncc1. Yields the product CCCCCOC1C(O)C(CO)OC1n1cnc2c(=O)[nH]c(NC(=O)C(C)C)nc21. As a reaction SMILES: [C:31]([CH:32]([CH3:33])[CH3:34])(=[O:35])[Cl:36].[CH2:1]([CH2:2][CH2:3][CH2:4][CH3:5])[O:6][CH:7]1[CH:8]([n:15]2[cH:16][n:17][c:18]3[c:19](=[O:20])[nH:21][c:22]([NH2:23])[n:24][c:25]23)[O:9][CH:10]([CH2:13][OH:14])[CH:11]1[OH:12].[CH3:26][Si:27]([Cl:28])([CH3:29])[CH3:30].[cH:37]1[cH:38][cH:39][n:40][cH:41][cH:42]1>>[CH2:1]([CH2:2][CH2:3][CH2:4][CH3:5])[O:6][CH:7]1[CH:8]([n:15]2[cH:16][n:17][c:18]3[c:19](=[O:20])[nH:21][c:22]([NH:23][C:31]([CH:32]([CH3:33])[CH3:34])=[O:35])[n:24][c:25]23)[O:9][CH:10]([CH2:13][OH:14])[CH:11]1[OH:12]. The reactants are P12(=S)SP3(=S)SP(=S)(S1)SP(=S)(S2)S3 (phosphorus pentasulfide), [S-2].[K+].[K+] (potassium sulfide), BrC=1C=CC2=C(C(N(CC(O2)CCCl)C)=O)C1 (7-bromo-2-(2-chloroethyl)-2,3-dihydro-4-methyl-1,4-benzoxazepin-5(4H)-one). Solvent: C1(=CC=CC=C1)C (toluene). The product is BrC=1C=CC2=C(C(N(CC(O2)CCCl)C)=S)C1 (7-Bromo-2-(2-chloroethyl)-2,3-dihydro-4-methyl-1,4-benzoxazepine-5(4H)-thione). The yield is 72.6%. Reaction SMILES: [Br:1][C:2]1[CH:3]=[CH:4][C:5]2[O:11][CH:10]([CH2:12][CH2:13][Cl:14])[CH2:9][N:8]([CH3:15])[C:7](=O)[C:6]=2[CH:17]=1.P12(SP3(SP(SP(S3)(S1)=S)(=S)S2)=S)=[S:19].[S-2].[K+].[K+]>C1(C)C=CC=CC=1>[Br:1][C:2]1[CH:3]=[CH:4][C:5]2[O:11][CH:10]([CH2:12][CH2:13][Cl:14])[CH2:9][N:8]([CH3:15])[C:7](=[S:19])[C:6]=2[CH:17]=1 |f:2.3.4|. Reported procedure: To a solution of 11.0 g (0.035 mole) of 7-bromo-2-(2-chloroethyl)-2,3-dihydro-4-methyl-1,4-benzoxazepin-5(4H)-one in 150 ml of dry toluene was added a mixture of 13.4 g (0.07 mole) of phosphorus pentasulfide and 13.4 g of potassium sulfide which had been ground together. The reaction mixture was heated at reflux for 5 hr under a nitrogen atmosphere. The mixture was filtered hot and the filtrate concentrated under reduced pressure. The residue was dissolved in chloroform. The chloroform solution ... Reactants: [N+](=O)([O-])C1=C(C=CC=C1)C(CC(=O)OCC)=O (ethyl 3-(2-nitrophenyl)-3-oxopropanoate), S(=O)(=O)(Cl)Cl (sulfuryl chloride), O (water), CCOC(=O)C (EtOAc). Run in C(C)OCC (diethyl ether). Reaction conditions: time 3 hour. The product is ClC(C(=O)OCC)C(=O)C1=C(C=CC=C1)[N+](=O)[O-] (ethyl 2-chloro-3-(2-nitrophenyl)-3-oxopropanoate). The yield is 74.5%. As a reaction SMILES: [N+:1]([C:4]1[CH:9]=[CH:8][CH:7]=[CH:6][C:5]=1[C:10](=[O:17])[CH2:11][C:12]([O:14][CH2:15][CH3:16])=[O:13])([O-:3])=[O:2].S(Cl)([Cl:21])(=O)=O.O.CCOC(C)=O>C(OCC)C>[Cl:21][CH:11]([C:10]([C:5]1[CH:6]=[CH:7][CH:8]=[CH:9][C:4]=1[N+:1]([O-:3])=[O:2])=[O:17])[C:12]([O:14][CH2:15][CH3:16])=[O:13]. Procedure details: To a solution of ethyl 3-(2-nitrophenyl)-3-oxopropanoate (2.0 g, 8.4 mmol) in diethyl ether (50 mL), was added sulfuryl chloride (1.37 g, 10 mmol) at 0° C., and the mixture was stirred for 3 h at rt. To the reaction mixture were added water (200 mL) and EtOAc (100 mL), and the mixture was stirred for 30 min. The organic layer was washed with brine (10 mL) and dried over anhydrous magnesium sulfate. Insoluble materials were removed by filtration and the filtrate was concentrated under reduced pre... Reactants: C(C)(C)(C)OC(=O)N1CC(N(CC1)S(=O)(=O)C)C(=O)O (4-methanesulfonyl-piperazine-1,3-dicarboxylic acid 1-tert-butyl ester), C(=O)([O-])[O-].[K+].[K+] (K2CO3), IC (iodomethane). Solvent: CN(C)C=O (DMF). Conditions: time 8 hour. Yields the product COC(=O)C1CN(CCN1S(=O)(=O)C)C(=O)OC(C)(C)C (4-methanesulfonyl-piperazine-1,3-dicarboxylic acid 1-tert-butyl ester 3-methyl ester). Yield: 37.2%. As a reaction SMILES: [C:1]([O:5][C:6]([N:8]1[CH2:13][CH2:12][N:11]([S:14]([CH3:17])(=[O:16])=[O:15])[CH:10]([C:18]([OH:20])=[O:19])[CH2:9]1)=[O:7])([CH3:4])([CH3:3])[CH3:2].[C:21]([O-])([O-])=O.[K+].[K+].IC>CN(C=O)C>[CH3:21][O:19][C:18]([CH:10]1[N:11]([S:14]([CH3:17])(=[O:15])=[O:16])[CH2:12][CH2:13][N:8]([C:6]([O:5][C:1]([CH3:4])([CH3:2])[CH3:3])=[O:7])[CH2:9]1)=[O:20] |f:1.2.3|. Procedure: To a solution of 4-methanesulfonyl-piperazine-1,3-dicarboxylic acid 1-tert-butyl ester (8.4 g, crude) in DMF (50 mL) was added K2CO3 (7.5 g) and iodomethane (8.5 mL) The mixture was stirred overnight at R.T. An aqueous work-up followed by purification on silica gave 4-methanesulfonyl-piperazine-1,3-dicarboxylic acid 1-tert-butyl ester 3-methyl ester (3.267 g). A solution of 4-methanesulfonyl-piperazine-1,3-dicarboxylic acid 1-tert-butyl ester 3-methyl ester (3.2 g) in dry THF (20 mL) was added v...